From a dataset of the Open Reaction Database (ORD), a public repository of structured organic reaction records. describe an organic reaction: reactants, conditions, products, and yield Reactants: Cc1ccccc1, O=C(Cl)OC(Cl)(Cl)Cl, Nc1ccc(OCc2ccc(F)cc2)cc1F. Product: O=C=Nc1ccc(OCc2ccc(F)cc2)cc1F. As a reaction SMILES: [CH3:26][c:27]1[cH:28][cH:29][cH:30][cH:31][cH:32]1.[Cl:18][C:19](=[O:20])[O:21][C:22]([Cl:23])([Cl:24])[Cl:25].[NH2:1][c:2]1[c:3]([F:17])[cH:4][c:5]([O:8][CH2:9][c:10]2[cH:11][cH:12][c:13]([F:16])[cH:14][cH:15]2)[cH:6][cH:7]1>>[N:1]([c:2]1[c:3]([F:17])[cH:4][c:5]([O:8][CH2:9][c:10]2[cH:11][cH:12][c:13]([F:16])[cH:14][cH:15]2)[cH:6][cH:7]1)=[C:19]=[O:20].